Task: describe an organic reaction: reactants, conditions, products, and yield. Dataset: the Open Reaction Database (ORD), a public repository of structured organic reaction records Yields the product CCCCC(Cn1cncn1)(C(N)=O)c1ccc(Cl)cc1. As a reaction SMILES: [CH2:1]([CH2:2][CH2:3][CH3:4])[C:5]([C:6]#[N:7])([CH2:8][n:9]1[n:10][cH:11][n:12][cH:13]1)[c:14]1[cH:15][cH:16][c:17]([Cl:20])[cH:18][cH:19]1.[NH4+:21].[OH-:22].[S:23](=[O:24])(=[O:25])([OH:26])[OH:27]>>[CH2:1]([CH2:2][CH2:3][CH3:4])[C:5]([C:6]([NH2:7])=[O:22])([CH2:8][n:9]1[n:10][cH:11][n:12][cH:13]1)[c:14]1[cH:15][cH:16][c:17]([Cl:20])[cH:18][cH:19]1. Reactants: CCCCC(C#N)(Cn1cncn1)c1ccc(Cl)cc1, [NH4+], [OH-], O=S(=O)(O)O. The reactants are ClC1=C(N)C=CC=C1 (o-Chloroaniline), C(C)(=O)C=1C(OC(=C(C1O)C(C)=O)O)=O (3,5-diacetyl-4,6-dihydroxy-2H-pyran-2-one). Run in CO (methanol). Product: C(C)(=O)C1=C(C(C(OC1=O)=O)=C(C)NC1=C(C=CC=C1)Cl)O (5-acetyl-3-[1-(o-chlorophenylamino)ethylidene]-4-hydroxy-2H-pyran-2,6(3H)-dione). As a reaction SMILES: [Cl:1][C:2]1[CH:8]=[CH:7][CH:6]=[CH:5][C:3]=1[NH2:4].[C:9]([C:12]1[C:13](=[O:23])[O:14][C:15]([OH:22])=[C:16]([C:19](=O)[CH3:20])[C:17]=1[OH:18])(=[O:11])[CH3:10]>CO>[C:9]([C:12]1[C:13](=[O:23])[O:14][C:15](=[O:22])[C:16](=[C:19]([NH:4][C:3]2[CH:5]=[CH:6][CH:7]=[CH:8][C:2]=2[Cl:1])[CH3:20])[C:17]=1[OH:18])(=[O:11])[CH3:10]. Procedure details: o-Chloroaniline (2.55 g., 0.02 m.) is added to 4.24 g. (0.02 m.) of 3,5-diacetyl-4,6-dihydroxy-2H-pyran-2-one in 150 ml. of methanol and the mixture is refluxed overnight. The reaction mixture is concentrated, cooled and filtered to give 5-acetyl-3-[1-(o-chlorophenylamino)ethylidene]-4-hydroxy-2H-pyran-2,6(3H)-dione, m.p. 143°-145° C. The reactants are C1(CC1)C(CO)OC=1C(=NC(=NC1N1CCOCC1)Cl)Cl (2-cyclopropyl-2-(2,4-dichloro-6-morpholin-4-yl-pyrimidin-5-yloxy)-ethanol), [H-].[Na+] (sodium hydride). The solvent is C1CCOC1 (THF). Reaction conditions: time 2 hour. Yields the product ClC=1N=C(C2=C(N1)OCC(O2)C2CC2)N2CCOCC2 (2-Chloro-6-cyclopropyl-4-morpholin-4-yl-6,7-dihydro-[1,4]dioxino[2,3-d]pyrimidine). As a reaction SMILES: [CH:1]1([CH:4]([O:7][C:8]2[C:9](Cl)=[N:10][C:11]([Cl:20])=[N:12][C:13]=2[N:14]2[CH2:19][CH2:18][O:17][CH2:16][CH2:15]2)[CH2:5][OH:6])[CH2:3][CH2:2]1.[H-].[Na+]>C1COCC1>[Cl:20][C:11]1[N:12]=[C:13]([N:14]2[CH2:19][CH2:18][O:17][CH2:16][CH2:15]2)[C:8]2[O:7][CH:4]([CH:1]3[CH2:3][CH2:2]3)[CH2:5][O:6][C:9]=2[N:10]=1 |f:1.2|. Reported procedure: To a solution of 2-cyclopropyl-2-(2,4-dichloro-6-morpholin-4-yl-pyrimidin-5-yloxy)-ethanol (215 mg, 0.64 mmol) in THF (10 mL) was added sodium hydride (71 mg, 1.93 mmol, 65% dispersion in mineral oil) and the reaction stirred for 2 hours. The reaction was quenched with saturated aqueous ammonium chloride solution (15 mL) and water (5 mL) then extracted with ethyl acetate (3×20 mL). The combined organic phases were washed with brine (15 mL), dried (Na2SO4) then concentrated in vacuo to give 2-Chl... Reactants: [H-].[Na+] (sodium hydride), oil, IC (iodomethane), C(C)(C)(C)OC(=O)N1CCC(CC1)N1C(NC2=C1C=CC=C2)=O (1,3-dihydro-1-(1-tert-butyloxycarbonylpiperidin-4-yl)-2H-benzimidazol-2-one). The solvent is CN(C)C=O (DMF). Reaction conditions: time 12 hour. Product: C(C)(C)(C)OC(=O)N1CCC(CC1)N1C(N(C2=C1C=CC=C2)C)=O (1,3-dihydro-1-(1-tert-butyloxycarbonylpiperidin-4-yl)-3-methyl-2H-benzimidazol-2-one). RXN SMILES: [H-].[Na+].I[CH3:4].[C:5]([O:9][C:10]([N:12]1[CH2:17][CH2:16][CH:15]([N:18]2[C:22]3[CH:23]=[CH:24][CH:25]=[CH:26][C:21]=3[NH:20][C:19]2=[O:27])[CH2:14][CH2:13]1)=[O:11])([CH3:8])([CH3:7])[CH3:6]>CN(C=O)C>[C:5]([O:9][C:10]([N:12]1[CH2:17][CH2:16][CH:15]([N:18]2[C:22]3[CH:23]=[CH:24][CH:25]=[CH:26][C:21]=3[N:20]([CH3:4])[C:19]2=[O:27])[CH2:14][CH2:13]1)=[O:11])([CH3:8])([CH3:6])[CH3:7] |f:0.1|. Reported procedure: A mixture of 0.060 g of sodium hydride, 60% oil dispersion, 10 mL of DMF, 0.086 mL of iodomethane, and 0.4 g of 1,3-dihydro-1-(1-tert-butyloxycarbonylpiperidin-4-yl)-2H-benzimidazol-2-one was stirred for 12 h, then partitioned between 100 mL of chloroform and 50 mL of water. The chloroform extracts dried over MgSO4, and concentrated under reduced pressure. Trituration with hexane gave 0.38 g of 1,3-dihydro-1-(1-tert-butyloxycarbonylpiperidin-4-yl)-3-methyl-2H-benzimidazol-2-one as a crystalline ... Reactants: B(F)(F)F.CCOCC (boron trifluoride etherate), FC1=CC=C(C=C1)C1(OC1)C1=CC=C(C=C1)F (2,2-bis(4-fluorophenyl)oxirane). Reported procedure: Under vigorous stirring 18.5 g of boron trifluoride etherate was added slowly to a solution of 60.6 g of 2,2-bis(4-fluorophenyl)oxirane in 450 ml of toluene. The mixture was washed twice with water, the solvent was evaporated and the residue was distilled to yield α-(4-fluorophenyl)-4-fluorobenzeneacetaldehyde. RXN SMILES: B(F)(F)F.CCOCC.[F:10][C:11]1[CH:16]=[CH:15][C:14]([C:17]2([C:20]3[CH:25]=[CH:24][C:23]([F:26])=[CH:22][CH:21]=3)[CH2:19][O:18]2)=[CH:13][CH:12]=1>C1(C)C=CC=CC=1>[F:10][C:11]1[CH:16]=[CH:15][C:14]([CH:17]([C:20]2[CH:21]=[CH:22][C:23]([F:26])=[CH:24][CH:25]=2)[CH:19]=[O:18])=[CH:13][CH:12]=1 |f:0.1|. The product is FC1=CC=C(C=C1)C(C=O)C1=CC=C(C=C1)F (α-(4-fluorophenyl)-4-fluorobenzeneacetaldehyde). Solvent: C1(=CC=CC=C1)C (toluene). The reactants are CCCCn1ccc2ccc(C(=O)O)cc21, CC(C)(C)[O-], CS(C)=O, CCOC(C)=O, CCCCI, [K+], O. Product: CCCCOC(=O)c1ccc2ccn(CCCC)c2c1. As a reaction SMILES: [CH2:1]([CH2:2][CH2:3][CH3:4])[n:5]1[cH:6][cH:7][c:8]2[cH:9][cH:10][c:11]([C:14](=[O:15])[OH:16])[cH:12][c:13]12.[CH3:17][C:18]([CH3:19])([O-:20])[CH3:21].[CH3:28][S:29](=[O:30])[CH3:31].[CH3:33][CH2:34][O:35][C:36](=[O:37])[CH3:38].[I:23][CH2:24][CH2:25][CH2:26][CH3:27].[K+:22].[OH2:32]>>[CH2:1]([CH2:2][CH2:3][CH3:4])[n:5]1[cH:6][cH:7][c:8]2[cH:9][cH:10][c:11]([C:14](=[O:15])[O:16][CH2:24][CH2:25][CH2:26][CH3:27])[cH:12][c:13]12.